Dataset: the Open Reaction Database (ORD), a public repository of structured organic reaction records. Task: describe an organic reaction: reactants, conditions, products, and yield The reactants are C(O)([O-])=O.[Na+] (sodium hydrogen carbonate), solution, BrC=1C=C(C(=O)N)C=C(C1)C(F)(F)F (3-bromo-5-(trifluoromethyl)benzamide), COC1=CC=C(C=C1)P1(SP(S1)(C1=CC=C(C=C1)OC)=S)=S (2,4-bis(4-methoxyphenyl)-1,3,2,4-dithiadiphosphetane 2,4-disulfide). The solvent is O1CCCC1 (tetrahydrofuran). Reaction conditions: temperature 80 celsius, time 5 hour. Yields the product BrC=1C=C(C=C(C1)C(F)(F)F)C(N)=S (3-bromo-5-(trifluoromethyl)benzenecarbothioamide). Yield: 80.5%. Reaction SMILES: [Br:1][C:2]1[CH:3]=[C:4]([CH:8]=[C:9]([C:11]([F:14])([F:13])[F:12])[CH:10]=1)[C:5]([NH2:7])=O.COC1C=CC(P2(=S)SP(=S)(C3C=CC(OC)=CC=3)[S:24]2)=CC=1.C(=O)([O-])O.[Na+]>O1CCCC1>[Br:1][C:2]1[CH:3]=[C:4]([C:5](=[S:24])[NH2:7])[CH:8]=[C:9]([C:11]([F:14])([F:13])[F:12])[CH:10]=1 |f:2.3|. Procedure details: To a solution (30 mL) of the compound (3.7 g, 14 mmol) obtained in Example 77a in tetrahydrofuran was added 2,4-bis(4-methoxyphenyl)-1,3,2,4-dithiadiphosphetane 2,4-disulfide (5.5 g, 14 mmol), and the mixture was stirred at 80° C. for 5 hr. Saturated aqueous sodium hydrogen carbonate was added to the reaction mixture, and the mixture was extracted with ethyl acetate. The obtained organic layer was washed with saturated brine, and dried over anhydrous sodium sulfate. The solvent was evaporated un... Starting materials: BrC1=C2C(=NC=C1)N(C=C2C2=C(C=C1CCN(C1=C2)CCO)F)C (2-(6-(4-bromo-1-methyl-1H-pyrrolo[2,3-b]pyridin-3-yl)-5-fluoroindolin-1-yl)ethanol), [OH-].[K+] (potassium hydroxide), CI (methyl iodide), CI (methyl iodide). The solvent is CS(=O)C (DMSO). Run at time 1 hour. The product is BrC1=C2C(=NC=C1)N(C=C2C2=C(C=C1CCN(C1=C2)CCOC)F)C (4-bromo-3-(5-fluoro-1-(2-methoxyethyl)indolin-6-yl)-1-methyl-1H-pyrrolo[2,3-b]pyridine). The yield is 68.3%. As a reaction SMILES: [Br:1][C:2]1[CH:7]=[CH:6][N:5]=[C:4]2[N:8]([CH3:24])[CH:9]=[C:10]([C:11]3[CH:19]=[C:18]4[C:14]([CH2:15][CH2:16][N:17]4[CH2:20][CH2:21][OH:22])=[CH:13][C:12]=3[F:23])[C:3]=12.[OH-].[K+].[CH3:27]I>CS(C)=O>[Br:1][C:2]1[CH:7]=[CH:6][N:5]=[C:4]2[N:8]([CH3:24])[CH:9]=[C:10]([C:11]3[CH:19]=[C:18]4[C:14]([CH2:15][CH2:16][N:17]4[CH2:20][CH2:21][O:22][CH3:27])=[CH:13][C:12]=3[F:23])[C:3]=12 |f:1.2|. Procedure: To a solution of 2-(6-(4-bromo-1-methyl-1H-pyrrolo[2,3-b]pyridin-3-yl)-5-fluoroindolin-1-yl)ethanol (D41) (150 mg, 0.384 mmol) in DMSO (3 mL) was added potassium hydroxide (64.7 mg, 1.153 mmol) followed by methyl iodide (0.036 mL, 0.577 mmol). The reaction mixture was stirred at RT for 1 hour, after which an additional 0.5 eq of methyl iodide (0.012 mL) was added. The reaction mixture was stirred for an additional hour. The reaction mixture was quenched by the addition of saturated ammonium chlo...